Task: describe an organic reaction: reactants, conditions, products, and yield. Dataset: the Open Reaction Database (ORD), a public repository of structured organic reaction records Starting materials: N#Cc1ccc(O)cc1F, C1CCOC1, c1ccc(P(c2ccccc2)c2ccccc2)cc1, OCc1cncs1. The product is N#Cc1ccc(OCc2cncs2)cc1F. RXN SMILES: [F:20][c:21]1[c:22]([C:23]#[N:24])[cH:25][cH:26][c:27]([OH:29])[cH:28]1.[O:37]1[CH2:38][CH2:39][CH2:40][CH2:41]1.[c:1]1([P:2]([c:3]2[cH:4][cH:5][cH:6][cH:7][cH:8]2)[c:9]2[cH:10][cH:11][cH:12][cH:13][cH:14]2)[cH:15][cH:16][cH:17][cH:18][cH:19]1.[s:30]1[cH:31][n:32][cH:33][c:34]1[CH2:35][OH:36]>>[F:20][c:21]1[c:22]([C:23]#[N:24])[cH:25][cH:26][c:27]([O:29][CH2:35][c:34]2[s:30][cH:31][n:32][cH:33]2)[cH:28]1. Starting materials: NC1=CC=C(C=C1)O (4-aminophenol), C1(=CC=CC=C1)C (toluene), C1(=CC=CC=C1)C#CC1=CC=C(C(=O)C2=CC=C(C=C2)F)C=C1 (4-phenylethynyl-4'-fluorobenzophenone), C([O-])([O-])=O.[K+].[K+] (potassium carbonate). Run in O (water), CC(=O)N(C)C (DMAc). Run at temperature 150 celsius. Product: NC1=CC=C(OC2=CC=C(C(=O)C3=CC=C(C=C3)C#CC3=CC=CC=C3)C=C2)C=C1 (4-(4-Aminophenoxy)-4'-phenylethynylbenzophenone). Yield: 85.0%. RXN SMILES: [NH2:1][C:2]1[CH:7]=[CH:6][C:5]([OH:8])=[CH:4][CH:3]=1.[C:9]1([C:15]#[C:16][C:17]2[CH:31]=[CH:30][C:20]([C:21]([C:23]3[CH:28]=[CH:27][C:26](F)=[CH:25][CH:24]=3)=[O:22])=[CH:19][CH:18]=2)[CH:14]=[CH:13][CH:12]=[CH:11][CH:10]=1.C(=O)([O-])[O-].[K+].[K+].C1(C)C=CC=CC=1>O.CC(N(C)C)=O>[NH2:1][C:2]1[CH:7]=[CH:6][C:5]([O:8][C:26]2[CH:27]=[CH:28][C:23]([C:21]([C:20]3[CH:30]=[CH:31][C:17]([C:16]#[C:15][C:9]4[CH:14]=[CH:13][CH:12]=[CH:11][CH:10]=4)=[CH:18][CH:19]=3)=[O:22])=[CH:24][CH:25]=2)=[CH:4][CH:3]=1 |f:2.3.4|. Procedure details: In a 250 mL flask equipped with nitrogen inlet, overhead stirring assembly, Dean-Stark trap, and reflux condenser were placed 4-aminophenol (5.46 g, 0.05 mol), 4-phenylethynyl-4'-fluorobenzophenone (15.02 g, 0.05 mol), potassium carbonate (7.6 g, 0.055 mol), toluene (20 mL), and DMAc (45 mL). The mixture was heated to 150° C. for 2 h, then cooled to room temperature. The reaction mixture was poured into water and the resulting light yellow powder was collected by filtration. Recrystallization fr...